Dataset: the Open Reaction Database (ORD), a public repository of structured organic reaction records. Task: describe an organic reaction: reactants, conditions, products, and yield The yield is 31.0%. Reaction SMILES: [CH2:1]([C@H:3]1[CH2:8][N:7]([CH3:9])[CH2:6][CH2:5][N:4]1[C:10]1[N:14]([CH3:15])[N:13]=[CH:12][C:11]=1[NH2:16])[CH3:2].C(OC([NH:24][C:25]1[S:29][C:28]([C:30]2[C:35]([F:36])=[CH:34][CH:33]=[CH:32][C:31]=2[F:37])=[N:27][C:26]=1[C:38](O)=[O:39])=O)(C)(C)C>>[NH2:24][C:25]1[S:29][C:28]([C:30]2[C:35]([F:36])=[CH:34][CH:33]=[CH:32][C:31]=2[F:37])=[N:27][C:26]=1[C:38]([NH:16][C:11]1[CH:12]=[N:13][N:14]([CH3:15])[C:10]=1[N:4]1[CH2:5][CH2:6][N:7]([CH3:9])[CH2:8][C@@H:3]1[CH2:1][CH3:2])=[O:39]. Starting materials: C(C)[C@@H]1N(CCN(C1)C)C1=C(C=NN1C)N ((S)-5-(2-ethyl-4-methylpiperazin-1-yl)-1-methyl-1H-pyrazol-4-amine), C(C)(C)(C)OC(=O)NC1=C(N=C(S1)C1=C(C=CC=C1F)F)C(=O)O (5-(tert-butoxycarbonylamino)-2-(2,6-difluorophenyl)thiazole-4-carboxylic acid). Yields the product NC1=C(N=C(S1)C1=C(C=CC=C1F)F)C(=O)NC=1C=NN(C1N1[C@H](CN(CC1)C)CC)C ((S)-5-Amino-2-(2,6-difluorophenyl)-N-(5-(2-ethyl-4-methylpiperazin-1-yl)-1-methyl-1H-pyrazol-4-yl)thiazole-4-carboxamide), solid. Reported procedure: Following the procedure for Example 110 starting from (S)-5-(2-ethyl-4-methylpiperazin-1-yl)-1-methyl-1H-pyrazol-4-amine and 5-(tert-butoxycarbonylamino)-2-(2,6-difluorophenyl)thiazole-4-carboxylic acid from Example 25 gave 176 as a lilac solid (53 mg, 31%). 1H NMR (400 MHz, CDCl3) δ 8.58 (s, 1H), 7.88 (s, 1H), 7.37-7.27 (m, 1H), 7.01 (t, J=8.8 Hz, 2H), 6.16 (s, 2H), 3.76 (s, 3H), 3.32 (t, J=11.3 Hz, 1H), 3.22 (t, J=9.3 Hz, 1H), 2.96 (t, J=12.9 Hz, 2H), 2.79 (d, J=11.0 Hz, 1H), 2.42-2.22 (m, 4H)...